Dataset: the Open Reaction Database (ORD), a public repository of structured organic reaction records. Task: describe an organic reaction: reactants, conditions, products, and yield The reactants are ClC1=NC2=CC=C(C=C2C=C1C(=O)O)Cl (2,6-dichloro-quinoline-3-carboxylic acid), FC=1C=C(CC(N)C(=O)O)C=CC1 (3-fluoro-DL-phenylalanine). The solvent is CS(=O)C (DMSO). Product: C(=O)(O)C(CC1=CC(=CC=C1)F)NC1=NC2=CC=C(C=C2C=C1C(=O)O)Cl (2-[1-Carboxy-2-(3-fluoro-phenyl)-ethylamino]-6-chloro-quinoline-3-carboxylic acid). Reaction SMILES: Cl[C:2]1[C:11]([C:12]([OH:14])=[O:13])=[CH:10][C:9]2[C:4](=[CH:5][CH:6]=[C:7]([Cl:15])[CH:8]=2)[N:3]=1.[F:16][C:17]1[CH:18]=[C:19]([CH:26]=[CH:27][CH:28]=1)[CH2:20][CH:21]([C:23]([OH:25])=[O:24])[NH2:22]>CS(C)=O>[C:23]([CH:21]([NH:22][C:2]1[C:11]([C:12]([OH:14])=[O:13])=[CH:10][C:9]2[C:4](=[CH:5][CH:6]=[C:7]([Cl:15])[CH:8]=2)[N:3]=1)[CH2:20][C:19]1[CH:26]=[CH:27][CH:28]=[C:17]([F:16])[CH:18]=1)([OH:25])=[O:24]. Procedure: In close analogy to the procedure described in Example 32, 2,6-dichloro-quinoline-3-carboxylic acid is reacted with 3-fluoro-DL-phenylalanine in DMSO to provide the title compound in high yield. The reactants are ClC=1C=C2C(=C(C(NC2=CC1)=O)C(=O)OCC)C1=C(C=CC=C1)Cl (ethyl 6-chloro-4-(2-chlorophenyl)-1,2-dihydro -2-oxo-3-quinolinecarboxylate), P(=O)(Cl)(Cl)Cl (phosphorus oxychloride). The solvent is N1=CC=CC=C1 (pyridine). Product: ClC1=NC2=CC=C(C=C2C(=C1C(=O)OCC)C1=C(C=CC=C1)Cl)Cl (ethyl 2,6-dichloro-4-(2-chlorophenyl)-3-quinolinecarboxylate). As a reaction SMILES: [Cl:1][C:2]1[CH:3]=[C:4]2[C:9](=[CH:10][CH:11]=1)[NH:8][C:7](=O)[C:6]([C:13]([O:15][CH2:16][CH3:17])=[O:14])=[C:5]2[C:18]1[CH:23]=[CH:22][CH:21]=[CH:20][C:19]=1[Cl:24].P(Cl)(Cl)([Cl:27])=O>N1C=CC=CC=1>[Cl:27][C:7]1[C:6]([C:13]([O:15][CH2:16][CH3:17])=[O:14])=[C:5]([C:18]2[CH:23]=[CH:22][CH:21]=[CH:20][C:19]=2[Cl:24])[C:4]2[C:9](=[CH:10][CH:11]=[C:2]([Cl:1])[CH:3]=2)[N:8]=1. Procedure: A mixture of ethyl 6-chloro-4-(2-chlorophenyl)-1,2-dihydro -2-oxo-3-quinolinecarboxylate (1.0 g), phosphorus oxychloride (5 ml) and pyridine (0.5 ml) was refluxed for 16 hours. The mixture was concentrated under reduced pressure. Water was added to the residue to obtain ethyl 2,6-dichloro-4-(2-chlorophenyl)-3-quinolinecarboxylate (0.7 g). The product was dissolved in methanol (20 ml), to which 28% sodium methoxide-methanol solution (0.5 ml) was added. The mixture was refluxed for 3 hours, and th...